Dataset: the Open Reaction Database (ORD), a public repository of structured organic reaction records. Task: describe an organic reaction: reactants, conditions, products, and yield The reactants are CO, CCOC(=O)C1(NC=O)Cc2ccccc2NC1=O, Cl, [Na+], [OH-], O. Yields the product O=CNC1Cc2ccccc2NC1=O. As a reaction SMILES: [CH3:24][OH:25].[CH:3](=[O:4])[NH:5][C:6]1([C:17]([O:18][CH2:19][CH3:20])=[O:21])[C:7](=[O:16])[NH:8][c:9]2[cH:10][cH:11][cH:12][cH:13][c:14]2[CH2:15]1.[ClH:23].[Na+:2].[OH-:1].[OH2:22]>>[CH:3](=[O:4])[NH:5][CH:6]1[C:7](=[O:16])[NH:8][c:9]2[cH:10][cH:11][cH:12][cH:13][c:14]2[CH2:15]1.